Dataset: the Open Reaction Database (ORD), a public repository of structured organic reaction records. Task: describe an organic reaction: reactants, conditions, products, and yield The reactants are CC(=O)SCC(Cc1ccccc1)C(=O)O, CCOC(=O)C(N)CCSCC, CO. Product: CCOC(=O)C(CCSCC)NC(=O)C(CSC(C)=O)Cc1ccccc1. Reaction SMILES: [C:13]([CH3:14])(=[O:15])[S:16][CH2:17][CH:18]([C:19](=[O:20])[OH:21])[CH2:22][c:23]1[cH:24][cH:25][cH:26][cH:27][cH:28]1.[CH2:1]([CH3:2])[O:3][C:4]([CH:5]([NH2:6])[CH2:7][CH2:8][S:9][CH2:10][CH3:11])=[O:12].[CH3:29][OH:30]>>[CH2:1]([CH3:2])[O:3][C:4]([CH:5]([NH:6][C:19]([CH:18]([CH2:17][S:16][C:13]([CH3:14])=[O:15])[CH2:22][c:23]1[cH:24][cH:25][cH:26][cH:27][cH:28]1)=[O:20])[CH2:7][CH2:8][S:9][CH2:10][CH3:11])=[O:12]. The reactants are CCO, O=[N+]([O-])c1cccc(S(=O)(=O)N2CCOCC2)c1, NN. Yields the product Nc1cccc(S(=O)(=O)N2CCOCC2)c1. Reaction SMILES: [CH3:21][CH2:22][OH:23].[N+:1]([O-:2])(=[O:3])[c:4]1[cH:5][c:6]([S:10](=[O:11])(=[O:12])[N:13]2[CH2:14][CH2:15][O:16][CH2:17][CH2:18]2)[cH:7][cH:8][cH:9]1.[NH2:19][NH2:20]>>[NH2:1][c:4]1[cH:5][c:6]([S:10](=[O:11])(=[O:12])[N:13]2[CH2:14][CH2:15][O:16][CH2:17][CH2:18]2)[cH:7][cH:8][cH:9]1. The reactants are CC(C)(C)OC(=O)N1C(C2CC2)CC(O[Si](C)(C)C(C)(C)C)C1C1CC1, CCCC[N+](CCCC)(CCCC)CCCC, C1CCOC1, [F-]. RXN SMILES: [C:1]([Si:2]([CH3:3])([CH3:4])[O:6][CH:7]1[CH:8]([CH:22]2[CH2:23][CH2:24]2)[N:9]([C:15](=[O:16])[O:17][C:18]([CH3:19])([CH3:20])[CH3:21])[CH:10]([CH:12]2[CH2:13][CH2:14]2)[CH2:11]1)([CH3:5])([CH3:25])[CH3:26].[CH2:28]([N+:29]([CH2:30][CH2:31][CH2:32][CH3:33])([CH2:34][CH2:35][CH2:36][CH3:37])[CH2:38][CH2:39][CH2:40][CH3:41])[CH2:42][CH2:43][CH3:44].[CH2:45]1[O:46][CH2:47][CH2:48][CH2:49]1.[F-:27]>>[O:6]=[C:7]1[CH:8]([CH:22]2[CH2:23][CH2:24]2)[N:9]([C:15](=[O:16])[O:17][C:18]([CH3:19])([CH3:20])[CH3:21])[CH:10]([CH:12]2[CH2:13][CH2:14]2)[CH2:11]1. Product: CC(C)(C)OC(=O)N1C(C2CC2)CC(=O)C1C1CC1. Starting materials: BrCC(=C)C=1C=C2C(CCC(C2=CC1)(C)C)(C)C (6-(1-bromomethylvinyl)-1,1,4,4-tetramethyl-1,2,3,4-tetrahydronaphthalene), Cl (hydrochloric acid), [H-].[Na+] (NaH), IC=1C=C(C(=O)OC)C=CC1S (methyl 3-Iodo-4-mercaptobenzoate). The solvent is CN(C)C=O (DMF), C(C)OCC (ethyl ether), CN(C)C=O (DMF). Conditions: time 20 minute. The product is IC=1C=C(C(=O)OC)C=CC1SCC(=C)C1=CC=2C(CCC(C2C=C1)(C)C)(C)C (Methyl 3-iodo-4-[2-(5,5,8,8-tetramethyl-5,6,7,8-tetrahydronaphthalen-2-yl)allylsulphanyl]-benzoate). As a reaction SMILES: [H-].[Na+].[I:3][C:4]1[CH:5]=[C:6]([CH:11]=[CH:12][C:13]=1[SH:14])[C:7]([O:9][CH3:10])=[O:8].Br[CH2:16][C:17]([C:19]1[CH:20]=[C:21]2[C:26](=[CH:27][CH:28]=1)[C:25]([CH3:30])([CH3:29])[CH2:24][CH2:23][C:22]2([CH3:32])[CH3:31])=[CH2:18].Cl>CN(C=O)C.C(OCC)C>[I:3][C:4]1[CH:5]=[C:6]([CH:11]=[CH:12][C:13]=1[S:14][CH2:18][C:17]([C:19]1[CH:28]=[CH:27][C:26]2[C:25]([CH3:30])([CH3:29])[CH2:24][CH2:23][C:22]([CH3:32])([CH3:31])[C:21]=2[CH:20]=1)=[CH2:16])[C:7]([O:9][CH3:10])=[O:8] |f:0.1|. Procedure: 75% NaH (115 mg, 3.58 mmol) is added to a solution of methyl 3-Iodo-4-mercaptobenzoate (531 mg, 3.25 mmol) in DMF (20 ml) at 0° C. Stirring is continued for 20 min at ambient temperature, then a solution of 6-(1-bromomethylvinyl)-1,1,4,4-tetramethyl-1,2,3,4-tetrahydronaphthalene (1 g, 3.25 mmol) in DMF (5 ml) is added dropwise. The mixture is stirred for 2 h at ambient temperature, and treated with an aqueous hydrochloric acid solution and ethyl ether. The organic phase is washed twice with wate... Reaction SMILES: [CH3:1][O:2][C:3](=[O:29])/[CH:4]=[CH:5]/[C:6]1[CH:7]=[CH:8][C:9]2[O:26][C:13]3([CH2:18][CH2:17][N:16]([C:19]([O:21][C:22]([CH3:25])([CH3:24])[CH3:23])=[O:20])[CH2:15][CH2:14]3)[NH:12][C:11](=[O:27])[C:10]=2[CH:28]=1.[H-].[Na+].[CH3:32]I>CN(C=O)C>[CH3:1][O:2][C:3](=[O:29])/[CH:4]=[CH:5]/[C:6]1[CH:7]=[CH:8][C:9]2[O:26][C:13]3([CH2:18][CH2:17][N:16]([C:19]([O:21][C:22]([CH3:24])([CH3:25])[CH3:23])=[O:20])[CH2:15][CH2:14]3)[N:12]([CH3:32])[C:11](=[O:27])[C:10]=2[CH:28]=1 |f:1.2|. The solvent is CN(C)C=O (DMF), CN(C)C=O (DMF). Yield: 87.9%. The reactants are [H-].[Na+] (NaH), COC(\C=C\C=1C=CC2=C(C(NC3(CCN(CC3)C(=O)OC(C)(C)C)O2)=O)C1)=O ((E)-3-{1′-Tert-butoxycarbonyl-3,4-dihydro-4-oxo-spiro[2H-(1,3)-benzoxazine-2,4′-piperidin]-6-yl}-acrylic acid methyl ester), CI (CH3I). Product: COC(\C=C\C=1C=CC2=C(C(N(C3(CCN(CC3)C(=O)OC(C)(C)C)O2)C)=O)C1)=O ((E)-3-{1′-tert-butoxycarbonyl-3,4-dihydro-3-methyl-4-oxo-spiro[2H-(1,3)-benzoxazine-2,4′-piperidin]-6-yl}-acrylic acid methyl ester). Procedure: (E)-3-{1′-Tert-butoxycarbonyl-3,4-dihydro-4-oxo-spiro[2H-(1,3)-benzoxazine-2,4′-piperidin]-6-yl}-acrylic acid methyl ester (4.02 g, 10.0 mmol) was dissolved in DMF (35 ml) and added to a stirred suspension of NaH (60% oil dispersion, 480 mg, 12 mmol) in DMF (35 ml) at 4° C. After 10 min CH3I (2.13 g, 15.0 mmol) was added, the resulting mixture was stirred at RT for 30 min and then partitioned between saturated aqueous solution of NH4Cl and AcOEt. The organic phase was rinsed with water, dried ov... Reaction conditions: time 30 minute.